The task is: describe an organic reaction: reactants, conditions, products, and yield. This data is from the Open Reaction Database (ORD), a public repository of structured organic reaction records. Reactants: C(C)(C)(C)OC(=O)N[C@@H]1[C@@H](CCCC1)NC1=NC(=C(C(=O)OC)C(=C1)C#N)NC1=CC(=CC=C1)S(=O)(=O)C (methyl 6-((1R,2S)-2-(tert-butoxycarbonylamino)cyclohexylamino)-4-cyano-2-(3-(methylsulfonyl)phenylamino)nicotinate), Cl (HCl). Run in CC(=O)O (HOAc). Run at time 4 hour. Yields the product N[C@@H]1[C@@H](CCCC1)NC1=NC(=C(C(=O)OC)C(=C1)C#N)NC1=CC(=CC=C1)S(=O)(=O)C (Methyl 6-((1R,2S)-2-aminocyclohexylamino)-4-cyano-2-(3-(methylsulfonyl)phenylamino)nicotinate). The yield is 84.7%. RXN SMILES: C(OC([NH:8][C@H:9]1[CH2:14][CH2:13][CH2:12][CH2:11][C@H:10]1[NH:15][C:16]1[CH:25]=[C:24]([C:26]#[N:27])[C:19]([C:20]([O:22][CH3:23])=[O:21])=[C:18]([NH:28][C:29]2[CH:34]=[CH:33][CH:32]=[C:31]([S:35]([CH3:38])(=[O:37])=[O:36])[CH:30]=2)[N:17]=1)=O)(C)(C)C.Cl>CC(O)=O>[NH2:8][C@H:9]1[CH2:14][CH2:13][CH2:12][CH2:11][C@H:10]1[NH:15][C:16]1[CH:25]=[C:24]([C:26]#[N:27])[C:19]([C:20]([O:22][CH3:23])=[O:21])=[C:18]([NH:28][C:29]2[CH:34]=[CH:33][CH:32]=[C:31]([S:35]([CH3:38])(=[O:37])=[O:36])[CH:30]=2)[N:17]=1. Procedure: To a solution of methyl 6-((1R,2S)-2-(tert-butoxycarbonylamino)cyclohexylamino)-4-cyano-2-(3-(methylsulfonyl)phenylamino)nicotinate (178.3 mg, 0.328 mmol) in HOAc (4 mL) was added HCl (4 mL, 132 mmol). The mixture was stirred at RT for 4 h and then concentrated under reduced pressure. Water (15 mL) and 1M HCl (15 mL) were added to the concentrate and the aqueous layer was washed with EtOAc (10 mL). The washed aqueous layer was basified with saturated aqueous NaHCO3 (50 mL) and extracted with EtO... Starting materials: C1(=CC=CC2=CC=CC=C12)CCO (1-Naphthaleneethanol), BrCCCCCCBr (1,6-dibromohexane), Intermediate 1. Yields the product BrCCCCCCOCCC1=CC=CC2=CC=CC=C12 (1-[2-[(6-Bromohexyl)oxy]ethyl]naphthalene). The yield is 74.0%. As a reaction SMILES: [C:1]1([CH2:11][CH2:12][OH:13])[C:10]2[C:5](=[CH:6][CH:7]=[CH:8][CH:9]=2)[CH:4]=[CH:3][CH:2]=1.[Br:14][CH2:15][CH2:16][CH2:17][CH2:18][CH2:19][CH2:20]Br>>[Br:14][CH2:15][CH2:16][CH2:17][CH2:18][CH2:19][CH2:20][O:13][CH2:12][CH2:11][C:1]1[C:10]2[C:5](=[CH:6][CH:7]=[CH:8][CH:9]=2)[CH:4]=[CH:3][CH:2]=1. Procedure: 1-Naphthaleneethanol (3.00 g) and 1,6-dibromohexane (12.73 g) were treated according to the method of Intermediate 1. FCC eluting with cyclohexane followed by ethyl acetate-cyclohexane (1:20, then 1:4) gave the title compound (4.32 g) as a colourless oil. Reactants: [O-]Cl.[Na+] (NaOCl), FC(C(\C=C/CC(CCCCO)(C)C)(O)C(F)(F)F)(F)F ((Z)-10,10,10-trifluoro-5,5-dimethyl-9-trifluormethyl-dec-7-ene-1,9-diol), [K+].[Br-] (KBr), C(=O)(O)[O-].[Na+] (NaHCO3). Run in ClCCl (dichloromethane), O (water), CC1(CCCC(N1[O])(C)C)C (2,2,6,6-tetramethylpiperidin-1-oxyl). Yields the product FC(C(\C=C/CC(CCCC=O)(C)C)(C(F)(F)F)O)(F)F ((Z)-10,10,10-trifluoro-9-hydroxy-5,5-dimethyl-9-trifluoromethyl-dec-7-enal). Reaction SMILES: [F:1][C:2]([F:21])([F:20])[C:3]([C:16]([F:19])([F:18])[F:17])([OH:15])/[CH:4]=[CH:5]\[CH2:6][C:7]([CH3:14])([CH3:13])[CH2:8][CH2:9][CH2:10][CH2:11][OH:12].[K+].[Br-].C([O-])(O)=O.[Na+].[O-]Cl.[Na+]>ClCCl.O.CC1(C)N([O])C(C)(C)CCC1>[F:1][C:2]([F:20])([F:21])[C:3]([OH:15])([C:16]([F:18])([F:19])[F:17])/[CH:4]=[CH:5]\[CH2:6][C:7]([CH3:14])([CH3:13])[CH2:8][CH2:9][CH2:10][CH:11]=[O:12] |f:1.2,3.4,5.6,^1:39|. Reported procedure: To a solution of 3.39 g of (Z)-10,10,10-trifluoro-5,5-dimethyl-9-trifluormethyl-dec-7-ene-1,9-diol in 15 ml of dichloromethane was added a solution of 90 mg of KBr and 336 mg of NaHCO3 in 14 ml of water and 8.5 mg of 2,2,6,6-tetramethylpiperidin-1-oxyl, radical, and the mixture was treated at 0° under vigorous stirring with 8.00 g of aqueous NaOCl (10.8%) over 1 h. The organic layer was washed with sat. aqueous NaCl, dried over MgSO4 and evaporated to give 2.92 g of the pure (t.l.c.) title compo... The reactants are [Li]C(C)(C)C, C1CCOC1, CN(C)CCN(C)C, CCCCC, CC(=O)O, CC(C)=O, CC(C)(C)C(=O)N1CCc2ccccc2C1. The product is CC(C)(C)C(=O)N1CCc2ccccc2C1C(C)(C)O. As a reaction SMILES: [C:1]([CH3:2])([Li:3])([CH3:4])[CH3:5].[CH2:30]1[CH2:33][CH2:32][CH2:31][O:34]1.[CH3:22][N:23]([CH3:24])[CH2:25][CH2:26][N:27]([CH3:28])[CH3:29].[CH3:35][CH2:36][CH2:37][CH2:38][CH3:39].[CH3:40][C:41](=[O:42])[OH:43].[CH3:44][C:45](=[O:46])[CH3:47].[CH3:6][C:7]([C:8](=[O:9])[N:10]1[CH2:11][c:12]2[cH:13][cH:14][cH:15][cH:16][c:17]2[CH2:18][CH2:19]1)([CH3:20])[CH3:21]>>[C:1]([CH3:2])([CH3:4])([CH:11]1[N:10]([C:8]([C:7]([CH3:6])([CH3:20])[CH3:21])=[O:9])[CH2:19][CH2:18][c:17]2[c:12]1[cH:13][cH:14][cH:15][cH:16]2)[OH:34]. Starting materials: NC=1C=C2C(=C(N(C2=CC1)C)C(=O)N[C@@H](CC(C)C)C(=O)OC)C1=CC=CC=C1 (methyl N-[(5-amino-1-methyl-3-phenyl-1H-indol-2-yl)carbonyl]-L-leucinate), C(C)(C)(C)C1=CC=C(C=C1)S(=O)(=O)Cl (4-tert-butylbenzenesulfonyl chloride). The product is C(C)(C)(C)C1=CC=C(C=C1)S(=O)(=O)NC=1C=C2C(=C(N(C2=CC1)C)C(=O)N[C@@H](CC(C)C)C(=O)O)C1=CC=CC=C1 (N-[(5-{[(4-tert-butylphenyl)sulfonyl]amino}-1-methyl-3-phenyl-1H-indol-2-yl)carbonyl]-L-leucine). As a reaction SMILES: [NH2:1][C:2]1[CH:3]=[C:4]2[C:8](=[CH:9][CH:10]=1)[N:7]([CH3:11])[C:6]([C:12]([NH:14][C@H:15]([C:20]([O:22]C)=[O:21])[CH2:16][CH:17]([CH3:19])[CH3:18])=[O:13])=[C:5]2[C:24]1[CH:29]=[CH:28][CH:27]=[CH:26][CH:25]=1.[C:30]([C:34]1[CH:39]=[CH:38][C:37]([S:40](Cl)(=[O:42])=[O:41])=[CH:36][CH:35]=1)([CH3:33])([CH3:32])[CH3:31]>>[C:30]([C:34]1[CH:39]=[CH:38][C:37]([S:40]([NH:1][C:2]2[CH:3]=[C:4]3[C:8](=[CH:9][CH:10]=2)[N:7]([CH3:11])[C:6]([C:12]([NH:14][C@H:15]([C:20]([OH:22])=[O:21])[CH2:16][CH:17]([CH3:18])[CH3:19])=[O:13])=[C:5]3[C:24]2[CH:25]=[CH:26][CH:27]=[CH:28][CH:29]=2)(=[O:42])=[O:41])=[CH:36][CH:35]=1)([CH3:33])([CH3:31])[CH3:32]. Procedure details: The title compound was prepared from methyl N-[(5-amino-1-methyl-3-phenyl-1H-indol-2-yl)carbonyl]-L-leucinate and 4-tert-butylbenzenesulfonyl chloride followed the procedure of Example 1 Step 3 as an off-white solid: 1H NMR (DMSO-d6) δ 0.78 (d, J=6.3 Hz, 3H, 0.79 (d, J=6.0 Hz, 3H, 1.24 (s, 9H, 1.30-1.60 (m, 3H, 3.74 (s, 3H, 4.25-4.35 (m, 1H), 7.08 (dd, J=8.8, 2.0 Hz, 1H, 7.25-7.32 (m, 4H, 7.33-7.40 (m, 2H, 7.45 (d, J=7.9 Hz, 1H), 7.54 (d, J=7.8 Hz, 2H, 7.59 (d, J=8.7 Hz, 2H, 8.76 (d, J=7.8 Hz, 1... The reactants are IC=1C=C(C=CC1)C(=O)C1=CC=2C(CCC(C2C=C1C)(C)C)(C)C (3-iodophenyl-(3,5,5,8,8-pentamethyl-5,6,7,8-tetrahydro-2-naphthyl)methanone), Cl.NO (hydroxylamine hydrochloride). Run in N1=CC=CC=C1 (pyridine). The product is IC=1C=C(C=CC1)C(=NO)C1=CC=2C(CCC(C2C=C1C)(C)C)(C)C ((3-Iodophenyl)-(3,5,5,8,8-pentamethyl-5,6,7,8-tetrahydro-2-naphthyl)methanone oxime). Reaction SMILES: [I:1][C:2]1[CH:3]=[C:4]([C:8]([C:10]2[C:19]([CH3:20])=[CH:18][C:17]3[C:16]([CH3:22])([CH3:21])[CH2:15][CH2:14][C:13]([CH3:24])([CH3:23])[C:12]=3[CH:11]=2)=O)[CH:5]=[CH:6][CH:7]=1.Cl.[NH2:26][OH:27]>N1C=CC=CC=1>[I:1][C:2]1[CH:3]=[C:4]([C:8]([C:10]2[C:19]([CH3:20])=[CH:18][C:17]3[C:16]([CH3:22])([CH3:21])[CH2:15][CH2:14][C:13]([CH3:24])([CH3:23])[C:12]=3[CH:11]=2)=[N:26][OH:27])[CH:5]=[CH:6][CH:7]=1 |f:1.2|. Procedure: A mixture of 3-iodophenyl-(3,5,5,8,8-pentamethyl-5,6,7,8-tetrahydro-2-naphthyl)methanone (6 g, 13.9 mmol), hydroxylamine hydrochloride (4.8 g, 69.5 mmol) and 4 A molecular sieves in pyridine (17 ml) is refluxed for 8 h. The reaction medium is extracted with ethyl acetate and washed with water. After drying, the organic phase is concentrated on a rotary evaporator under vacuum at 40° C. The two isomers (cis and trans) are separated by flash chromatography on a column of silica. The product is ClC=1C=C(C=CC1)C=1C=CC2=C(C(OC(N2)C)(C)C)C1 (6-(3-Chlorophenyl)-2,4,4-trimethyl-1,4-dihydro-2H-3,1-benzoxazine). Reported procedure: Prepared according to the coupling procedure for Example 17 from 3-chlorophenyl boronic acid and 6-bromo-2,4,4-trimethyl-1,4-dihydro-2H-3,1-benzoxazine. A orange solid: mp 144-146° C.; 1H-NMR (CDCl3) δ 7.50 (t, 1H, J=1.78 Hz), 7.40 (dt, 1H, J=7.61, 1.45 Hz), 7.33 (t, 1H, J=7.76 Hz), 7.29-7.22 (m, 4H) 6.72 (d, 1H, J=8.24 Hz), 4.90 (q, 1H, J=5.45 Hz), 1.62 (s, 3H), 1.59 (s, 3H), 1.4 6 (d, 3H, J=5.5 Hz); MS (ES) m/z 288/290 ([M+H]+). Reactants: ClC=1C=C(C=CC1)B(O)O (3-chlorophenyl boronic acid), BrC=1C=CC2=C(C(OC(N2)C)(C)C)C1 (6-bromo-2,4,4-trimethyl-1,4-dihydro-2H-3,1-benzoxazine). As a reaction SMILES: [Cl:1][C:2]1[CH:3]=[C:4](B(O)O)[CH:5]=[CH:6][CH:7]=1.Br[C:12]1[CH:13]=[CH:14][C:15]2[NH:20][CH:19]([CH3:21])[O:18][C:17]([CH3:23])([CH3:22])[C:16]=2[CH:24]=1>>[Cl:1][C:2]1[CH:3]=[C:4]([C:12]2[CH:13]=[CH:14][C:15]3[NH:20][CH:19]([CH3:21])[O:18][C:17]([CH3:23])([CH3:22])[C:16]=3[CH:24]=2)[CH:5]=[CH:6][CH:7]=1. Starting materials: P(O[C@H]([C@H](C)O)OS(=O)(=O)C)([O-])=O.[Na+].[Na+].O[C@H]([C@H](OS(=O)(=O)C)OP([O-])=O)C (disodium (1S,2S)-2-hydroxy-1-methanesulphonyloxypropyl phosphonate), [OH-].[Na+] (sodium hydroxide). Solvent: O (water). Reaction conditions: time 2 hour. Yields the product P(O[C@@H]1[C@H](C)O1)([O-])=O.[Na+].[Na+].O1[C@@H]([C@@H]1C)OP([O-])=O (disodium (1R,2S)-1,2-epoxypropyl phosphonate). Reaction SMILES: [PH:1](=[O:13])([O-:12])[O:2][C@@H:3]([O:7]S(C)(=O)=O)[C@@H:4](O)[CH3:5].[Na+:14].[Na+].O[C@@H:17]([CH3:28])[C@@H:18]([O:24][PH:25](=[O:27])[O-:26])[O:19]S(C)(=O)=O.[OH-].[Na+]>O>[PH:1](=[O:13])([O-:12])[O:2][C@H:3]1[O:7][C@H:4]1[CH3:5].[Na+:14].[Na+:14].[O:19]1[C@@H:17]([CH3:28])[C@H:18]1[O:24][PH:25](=[O:27])[O-:26] |f:0.1.2.3,4.5,7.8.9.10|. Procedure: To a solution of disodium (1S,2S)-2-hydroxy-1-methanesulphonyloxypropyl phosphonate (2.78 g) in water (10 ml) an aqueous solution 1N of sodium hydroxide (10 ml, 10 mmol) was added at 15° C. The reaction mixture was kept at 15° C. for 2 hours. Evaporation of the solvent affords disodium (1R,2S)-1,2-epoxypropyl phosphonate. Starting materials: CC(C)(C)OC(=O)N1CCC(N(Cc2ccccc2)C(=O)[O-])C1, CO. Yields the product CC(C)(C)OC(=O)N1CCC(N)C1. Reaction SMILES: [CH2:1]([c:5]1[cH:6][cH:7][cH:9][cH:10][cH:11]1)[N:8]([C:2](=[O:3])[O-:4])[CH:12]1[CH2:13][N:14]([C:17](=[O:18])[O:19][C:20]([CH3:21])([CH3:22])[CH3:23])[CH2:15][CH2:16]1.[CH3:24][OH:25]>>[NH2:8][CH:12]1[CH2:13][N:14]([C:17](=[O:18])[O:19][C:20]([CH3:21])([CH3:22])[CH3:23])[CH2:15][CH2:16]1. The reactants are COC(CC1NCC2=CC=CC=C12)=O ((2,3-dihydro-1H-isoindol-1-yl)-acetic acid methyl ester), CC(=O)C (acetone), C(C)(=O)O[BH-](OC(C)=O)OC(C)=O.[Na+] (sodium triacetoxyborohydride). Run in ClC(C)Cl (dichloroethane), [OH-].[Na+] (NaOH). Run at time 6 hour. The product is COC(CC1N(CC2=CC=CC=C12)C(C)C)=O ((2-isopropyl-2,3-dihydro-1H-isoindol-1-yl)-acetic acid methyl ester). Reaction SMILES: [CH3:1][O:2][C:3](=[O:14])[CH2:4][CH:5]1[C:13]2[C:8](=[CH:9][CH:10]=[CH:11][CH:12]=2)[CH2:7][NH:6]1.[CH3:15][C:16]([CH3:18])=O.C(O[BH-](OC(=O)C)OC(=O)C)(=O)C.[Na+]>ClC(Cl)C.[OH-].[Na+]>[CH3:1][O:2][C:3](=[O:14])[CH2:4][CH:5]1[C:13]2[C:8](=[CH:9][CH:10]=[CH:11][CH:12]=2)[CH2:7][N:6]1[CH:16]([CH3:18])[CH3:15] |f:2.3,5.6|. Procedure: To the compound obtained from Step A (0.50 g, 2.61 mmol) in dichloroethane (46 mL) was added acetone (1.76 mL, 24.01 mmol) and sodium triacetoxyborohydride (2.48 g., 11.74 mmol). After 6 hours, the mixture was diluted with 1.0N NaOH (100 mL), and the organic portion was separated. The aqueous layer was extracted with DCM (3×100 mL). The combined DCM extracts were dried (MgSO4) and concentrated to dryness to afford about 0.60 g (99%). EIS-MS 235 [M+1].